From a dataset of the Open Reaction Database (ORD), a public repository of structured organic reaction records. describe an organic reaction: reactants, conditions, products, and yield Reaction SMILES: [NH2:1][C:2]1[O:3][CH:4]=[CH:5][C:6]=1[C:7](=[O:14])[C:8]1[CH:13]=[CH:12][CH:11]=[CH:10][CH:9]=1.[Br:15][CH2:16][C:17](Br)=[O:18].BrCC(NC1C=COC=1C(=O)C1C=CC=CC=1)=O>>[Br:15][CH2:16][C:17]([NH:1][C:2]1[O:3][CH:4]=[CH:5][C:6]=1[C:7](=[O:14])[C:8]1[CH:13]=[CH:12][CH:11]=[CH:10][CH:9]=1)=[O:18]. The product is BrCC(=O)NC=1OC=CC1C(C1=CC=CC=C1)=O (2-(2-Bromoacetamido)-3-benzoylfuran). Reactants: NC=1OC=CC1C(C1=CC=CC=C1)=O (2-Amino-3-benzoylfuran), compound 6, NC=1OC=CC1C(C1=CC=CC=C1)=O (2-Amino-3-benzoylfuran), BrCC(=O)Br (bromoacetyl bromide), BrCC(=O)NC1=C(OC=C1)C(C1=CC=CC=C1)=O (3-(2-Bromoacetamido)-2-benzoylfuran). Procedure: 2-Amino-3-benzoylfuran may be acylated with bromoacetyl bromide using the procedure for compound 7. When compound 6 is replaced in this procedure with compound 29 the title structure is obtained. Starting materials: P(Cl)(Cl)(Cl)(Cl)Cl (phosphorus pentachloride), ClC1=C(COC2=C(C(=O)NOC)C=CC=C2)C=CC(=C1)Cl (2-(2,4-Dichlorobenzyloxy)-N-methoxybenzamide), C([O-])(O)=O.[Na+] (sodium bicarbonate). The solvent is C(Cl)Cl (methylene chloride). Reaction conditions: temperature 0 celsius, time 1 hour. Yields the product CON=C(C1=C(C=CC=C1)OCC1=C(C=C(C=C1)Cl)Cl)Cl (α-chloro-2-(2,4-dichlorobenzyloxy)benzaldehyde O-methyloxime). The yield is 86.4%. As a reaction SMILES: [Cl:1][C:2]1[CH:20]=[C:19]([Cl:21])[CH:18]=[CH:17][C:3]=1[CH2:4][O:5][C:6]1[CH:16]=[CH:15][CH:14]=[CH:13][C:7]=1[C:8]([NH:10][O:11][CH3:12])=O.P(Cl)(Cl)(Cl)(Cl)[Cl:23].C(=O)(O)[O-].[Na+]>C(Cl)Cl>[CH3:12][O:11][N:10]=[C:8]([Cl:23])[C:7]1[CH:13]=[CH:14][CH:15]=[CH:16][C:6]=1[O:5][CH2:4][C:3]1[CH:17]=[CH:18][C:19]([Cl:21])=[CH:20][C:2]=1[Cl:1] |f:2.3|. Reported procedure: 2-(2,4-Dichlorobenzyloxy)-N-methoxybenzamide (10.44 g) was dissolved in dry methylene chloride (100 ml), phosphorus pentachloride (6.66 g) was added under ice-cooling over about 3 minutes to the solution, and the mixture was stirred at 0° C. for 1 hour. After completion of the reaction, a saturated aqueous solution of sodium bicarbonate (150 ml) was added slowly, and the mixture was extracted with methylene chloride (150 ml) twice, dried over anhydrous magnesium sulfate and concentrated under re...